From a dataset of the Open Reaction Database (ORD), a public repository of structured organic reaction records. describe an organic reaction: reactants, conditions, products, and yield The product is COc1cc(OC)cc(C(C#N)(CCCN(C)CCc2ccc(Cl)cc2)C(C)C)c1. RXN SMILES: [CH3:1][NH:2][CH2:3][CH2:4][CH2:5][C:6]([C:7]#[N:8])([CH:9]([CH3:10])[CH3:11])[c:12]1[cH:13][c:14]([O:20][CH3:21])[cH:15][c:16]([O:18][CH3:19])[cH:17]1.[Cl:22][c:23]1[cH:24][cH:25][c:26]([CH2:27][CH2:28][Cl:29])[cH:30][cH:31]1>>[CH3:1][N:2]([CH2:3][CH2:4][CH2:5][C:6]([C:7]#[N:8])([CH:9]([CH3:10])[CH3:11])[c:12]1[cH:13][c:14]([O:20][CH3:21])[cH:15][c:16]([O:18][CH3:19])[cH:17]1)[CH2:28][CH2:27][c:26]1[cH:25][cH:24][c:23]([Cl:22])[cH:31][cH:30]1. Reactants: CNCCCC(C#N)(c1cc(OC)cc(OC)c1)C(C)C, ClCCc1ccc(Cl)cc1. Starting materials: [Si](C)(C)(C(C)(C)C)OCC1(CC=2N(CCS1)C(=NN2)C2(CC2)C2=C(C=C(C=C2)C=2C=NC=CC2)F)C (8-({[Tert-butyl(dimethyl)silyl]oxy}methyl)-3-[1-(2-fluoro-4-pyridin-3-ylphenyl)cyclopropyl]-8-methyl-5,6,8,9-tetrahydro[1,2,4]triazolo[4,3-d][1,4]thiazepine), Cl (hydrochloric acid). Run in CO (methanol). The product is FC1=C(C=CC(=C1)C=1C=NC=CC1)C1(CC1)C1=NN=C2N1CCSC(C2)(C)CO ({3-[1-(2-Fluoro-4-pyridin-3-ylphenyl)cyclopropyl]-8-methyl-5,6,8,9-tetrahydro[1,2,4]triazolo[4,3-d][1,4]thiazepin-8-yl}methanol). Isolated yield 55.1%. RXN SMILES: [Si]([O:8][CH2:9][C:10]1([CH3:36])[S:16][CH2:15][CH2:14][N:13]2[C:17]([C:20]3([C:23]4[CH:28]=[CH:27][C:26]([C:29]5[CH:30]=[N:31][CH:32]=[CH:33][CH:34]=5)=[CH:25][C:24]=4[F:35])[CH2:22][CH2:21]3)=[N:18][N:19]=[C:12]2[CH2:11]1)(C(C)(C)C)(C)C.Cl>CO>[F:35][C:24]1[CH:25]=[C:26]([C:29]2[CH:30]=[N:31][CH:32]=[CH:33][CH:34]=2)[CH:27]=[CH:28][C:23]=1[C:20]1([C:17]2[N:13]3[CH2:14][CH2:15][S:16][C:10]([CH2:9][OH:8])([CH3:36])[CH2:11][C:12]3=[N:19][N:18]=2)[CH2:22][CH2:21]1. Reported procedure: A solution of the compound (517 mg, 1.0 mmol) obtained in Example 15-1) and 4 M hydrochloric acid (1,4-dioxane solution, 2 mL) in methanol (2 mL) was stirred at room temperature for 15 h. The reaction mixture was concentrated under reduced pressure, saturated aqueous sodium hydrogencarbonate was added to the residue, the mixture was extracted with dichloromethane, and the organic layer was washed with saturated sodium chloride solution and dried with anhydrous sodium sulfate. After filtration, t... Starting materials: BrC1=CNC=2N=CN=C(C21)Cl (5-bromo-4-chloro-7H-pyrrolo[2,3-d]pyrimidine), C(CCC)[Li] (n-butyl lithium), II (iodine), ClC(=O)OCC (ethyl chloroformate). Run in O1CCCC1 (tetrahydrofuran), C(C)(=O)OCC (ethyl acetate), petroleum ether. Conditions: temperature -78 celsius, time 30 minute. Yields the product ClC=1C2=C(N=CN1)NC=C2C(=O)OCC (ethyl 4-chloro-7H-pyrrolo[2,3-d]pyrimidine-5-carboxylate). As a reaction SMILES: Br[C:2]1[C:10]2[C:9]([Cl:11])=[N:8][CH:7]=[N:6][C:5]=2[NH:4][CH:3]=1.C([Li])CCC.Cl[C:18]([O:20][CH2:21][CH3:22])=[O:19].II>O1CCCC1.C(OCC)(=O)C>[Cl:11][C:9]1[C:10]2[C:2]([C:18]([O:20][CH2:21][CH3:22])=[O:19])=[CH:3][NH:4][C:5]=2[N:6]=[CH:7][N:8]=1. Procedure: To a solution of 5-bromo-4-chloro-7H-pyrrolo[2,3-d]pyrimidine (40.0 g, 173 mmol) in dry tetrahydrofuran (700 mL) at −78° C. was added n-butyl lithium (195 mL, 2.5 M solution in hexane, 487 mmol) over the period of 2 hours. The reaction mixture was stirred for another 30 minutes at −78° C., after which ethyl chloroformate (17.8 mL, 186 mmol) was added over 30 minutes. The reaction mixture was stirred for 2 hours at −60° C. and then the temperature was slowly increased to 30° C. The reaction mixtu...